Dataset: the Open Reaction Database (ORD), a public repository of structured organic reaction records. Task: describe an organic reaction: reactants, conditions, products, and yield The reactants are O=C([O-])[O-], CCc1cccc(N)c1, CCO, ClCCNCCCl, Cl, [K+], [K+]. The product is CCc1cccc(N2CCNCC2)c1, Cl. Reaction SMILES: [C:18](=[O:19])([O-:20])[O-:21].[CH2:9]([CH3:10])[c:11]1[cH:12][c:13]([NH2:14])[cH:15][cH:16][cH:17]1.[CH3:24][CH2:25][OH:26].[Cl:2][CH2:3][CH2:4][NH:5][CH2:6][CH2:7][Cl:8].[ClH:1].[K+:22].[K+:23]>>[CH2:3]1[CH2:4][NH:5][CH2:6][CH2:7][N:14]1[c:13]1[cH:12][c:11]([CH2:9][CH3:10])[cH:17][cH:16][cH:15]1.[ClH:2]. The reactants are CCC(=O)C1=C(O)CC(c2c(C)c(CC#N)c(C)c(C(C)=O)c2C)CC1=O, [Na+], [OH-]. Product: CCC(=O)C1=C(O)CC(c2c(C)c(CC(N)=O)c(C)c(C(C)=O)c2C)CC1=O. Reaction SMILES: [C:1]([CH2:2][CH3:3])(=[O:4])[C:5]1=[C:10]([OH:11])[CH2:9][CH:8]([c:12]2[c:13]([CH3:26])[c:14]([C:23]([CH3:24])=[O:25])[c:15]([CH3:22])[c:16]([CH2:19][C:20]#[N:21])[c:17]2[CH3:18])[CH2:7][C:6]1=[O:27].[Na+:29].[OH-:28]>>[C:1]([CH2:2][CH3:3])(=[O:4])[C:5]1=[C:10]([OH:11])[CH2:9][CH:8]([c:12]2[c:13]([CH3:26])[c:14]([C:23]([CH3:24])=[O:25])[c:15]([CH3:22])[c:16]([CH2:19][C:20]([NH2:21])=[O:28])[c:17]2[CH3:18])[CH2:7][C:6]1=[O:27].